describe an organic reaction: reactants, conditions, products, and yield From a dataset of the Open Reaction Database (ORD), a public repository of structured organic reaction records. The reactants are O1N=C(C2=C1C=CC=C2)C(=O)O (Benzo[d]isoxazole-3-carboxylic acid), C(C)(C)(C)OC(=O)N1[C@H]2CCC[C@H]2C[C@H]1CN ((1S,3S,5S)-3-aminomethyl-2-azabicyclo[3.3.0]octane-2-carboxylic acid tert-butyl ester). The product is C(C)(C)(C)OC(=O)N1[C@H]2CCC[C@H]2C[C@H]1CNC(=O)C1=NOC2=C1C=CC=C2 ((1S,3S,5S)-3-{[(Benzo[d]isoxazole-3-carbonyl)-amino]methyl}-2-azabicyclo[3.3.0]octane-2-carboxylic acid tert-butyl ester). RXN SMILES: [O:1]1[C:5]2[CH:6]=[CH:7][CH:8]=[CH:9][C:4]=2[C:3]([C:10]([OH:12])=O)=[N:2]1.[C:13]([O:17][C:18]([N:20]1[C@H:27]([CH2:28][NH2:29])[CH2:26][C@H:25]2[C@@H:21]1[CH2:22][CH2:23][CH2:24]2)=[O:19])([CH3:16])([CH3:15])[CH3:14]>>[C:13]([O:17][C:18]([N:20]1[C@H:27]([CH2:28][NH:29][C:10]([C:3]2[C:4]3[CH:9]=[CH:8][CH:7]=[CH:6][C:5]=3[O:1][N:2]=2)=[O:12])[CH2:26][C@H:25]2[C@@H:21]1[CH2:22][CH2:23][CH2:24]2)=[O:19])([CH3:16])([CH3:15])[CH3:14]. Procedure: prepared by reaction of Benzo[d]isoxazole-3-carboxylic acid with (1S,3S,5S)-3-aminomethyl-2-azabicyclo[3.3.0]octane-2-carboxylic acid tert-butyl ester. LC-MS: tR=1.11 min; [M+H]+=386.6. The reactants are NC1=NC=C(N=C1)C1=C(C=C(C=C1)C=1C(=CC=CC1)C(=O)O)F (4′-(2-aminopyrazin-5-yl)-3′-fluoro-[1,1′-biphenyl]-2-carboxylic acid), FC([C@@H](C)N)(F)F ((R)-1,1,1-trifluoropropan-2-amine). The product is NC=1N=CC(=NC1)C1=C(C=C(C=C1)C=1C(=CC=CC1)C(=O)N[C@@H](C(F)(F)F)C)F (4′-(5-Aminopyrazin-2-yl)-3′-fluoro-N-[(1R)-2,2,2-trifluoro-1-methylethyl]biphenyl-2-carboxamide). RXN SMILES: [NH2:1][C:2]1[CH:7]=[N:6][C:5]([C:8]2[CH:13]=[CH:12][C:11]([C:14]3[C:15]([C:20]([OH:22])=O)=[CH:16][CH:17]=[CH:18][CH:19]=3)=[CH:10][C:9]=2[F:23])=[CH:4][N:3]=1.[F:24][C:25]([F:30])([F:29])[C@H:26]([NH2:28])[CH3:27]>>[NH2:1][C:2]1[N:3]=[CH:4][C:5]([C:8]2[CH:13]=[CH:12][C:11]([C:14]3[C:15]([C:20]([NH:28][C@H:26]([CH3:27])[C:25]([F:30])([F:29])[F:24])=[O:22])=[CH:16][CH:17]=[CH:18][CH:19]=3)=[CH:10][C:9]=2[F:23])=[N:6][CH:7]=1. Procedure details: The title compound was prepared using methods analogous to those described in Step C of Example 504 using 4′-(2-aminopyrazin-5-yl)-3′-fluoro-[1,1′-biphenyl]-2-carboxylic acid and (R)-1,1,1-trifluoropropan-2-amine. MS (ESI): mass calcd. for C20H16F4N4O, 404.13; m/z found, 405.1 [M+H]+. 1H NMR (400 MHz, DMSO-d6) δ 8.91 (d, J=8.8, 1H) 8.34 (s, 1H), 8.01 (d, J=1.2, 1H), 7.90-7.80 (m, 1H), 7.58-7.40 (m, 4H), 7.29-7.18 (m, 2H), 6.69 (s, 2H), 4.68-4.56 (m, 1H), 1.16 (d, J=7.0, 3H). Starting materials: C(c1nc2ccccc2s1)=O, CC1=CN=C(C=C1)N, [C-]#[N+]C1CCCCC1. The reagents and catalysts are O=C(O)C(F)(F)F (trifluoroacetic acid). The solvent is CC(C)O (isopropyl alcohol), CC(C)O (isopropylalcohol). Run at temperature 22 celsius, time 20 hour. Yields the product Cc1ccc2nc(c(NC3CCCCC3)n2c1)c1nc2ccccc2s1. Isolated yield 0.0%. Reaction SMILES: CC1=CC=C(N)N=C1.[C-]#[N+]C1CCCCC1.O=CC1=NC2=CC=CC=C2S1>>CC1=CN2C(C=C1)=NC(C1=NC3=C(S1)C=CC=C3)=C2NC1CCCCC1. The reactants are CC(=O)O, O=C1Nc2ccc(I)cc2C1=O, NNC(=O)c1ccc(NC(=O)CCc2ccc3c(c2)OCO3)cc1. The product is O=C(CCc1ccc2c(c1)OCO2)Nc1ccc(C(=O)NN=C2C(=O)Nc3ccc(I)cc32)cc1. RXN SMILES: [CH3:37][C:38](=[O:39])[OH:40].[I:1][c:2]1[cH:3][c:4]2[c:8]([cH:9][cH:10]1)[NH:7][C:6](=[O:11])[C:5]2=[O:12].[O:13]1[CH2:14][O:15][c:16]2[c:17]1[cH:18][cH:19][c:20]([CH2:22][CH2:23][C:24](=[O:25])[NH:26][c:27]1[cH:28][cH:29][c:30]([C:33](=[O:34])[NH:35][NH2:36])[cH:31][cH:32]1)[cH:21]2>>[I:1][c:2]1[cH:3][c:4]2[c:8]([cH:9][cH:10]1)[NH:7][C:6](=[O:11])[C:5]2=[N:36][NH:35][C:33]([c:30]1[cH:29][cH:28][c:27]([NH:26][C:24]([CH2:23][CH2:22][c:20]2[cH:19][cH:18][c:17]3[c:16]([cH:21]2)[O:15][CH2:14][O:13]3)=[O:25])[cH:32][cH:31]1)=[O:34]. Starting materials: C1(=CC=CC=C1)C1=CC=C(C(CBr)=O)C=C1 (4-phenylphenacyl bromide), N1=CC=CC=C1 (pyridine). The product is [Br-].C1(=CC=CC=C1)C1=CC=C(C(C[N+]2=CC=CC=C2)=O)C=C1 (4-phenylphenacylpyridinium bromide). Yield: 95.0%. As a reaction SMILES: [C:1]1([C:7]2[CH:16]=[CH:15][C:10]([C:11](=[O:14])[CH2:12][Br:13])=[CH:9][CH:8]=2)[CH:6]=[CH:5][CH:4]=[CH:3][CH:2]=1.[N:17]1[CH:22]=[CH:21][CH:20]=[CH:19][CH:18]=1>>[Br-:13].[C:1]1([C:7]2[CH:16]=[CH:15][C:10]([C:11](=[O:14])[CH2:12][N+:17]3[CH:22]=[CH:21][CH:20]=[CH:19][CH:18]=3)=[CH:9][CH:8]=2)[CH:6]=[CH:5][CH:4]=[CH:3][CH:2]=1 |f:2.3|. Reported procedure: The title compound was prepared similarly to Example 1 from 4-phenylphenacyl bromide and pyridine in a yield of 95%. Reactants: Cl (HCl), O (water), FC1=C(OC2=C3C(=NC=C2)C=C(S3)C3=CC=C(C=N3)CN(C(OC(C)(C)C)=O)CCOC)C=CC(=C1)NC(=S)NC(CC1=CC=C(C=C1)F)=O (tert-butyl (6-(7-(2-fluoro-4-(3-(2-(4-fluorophenyl)acetyl)thioureido)phenoxy)thieno[3,2-b]pyridin-2-yl)pyridin-3-yl)methyl(2-methoxyethyl)carbamate). Solvent: CC(=O)O (AcOH). Conditions: temperature 40 celsius, time 15 minute. The product is hydrochloride salt, FC=1C=C(C=CC1OC1=C2C(=NC=C1)C=C(S2)C2=NC=C(C=C2)CNCCOC)NC(=S)NC(CC2=CC=C(C=C2)F)=O (N-(3-fluoro-4-(2-(5-((2-methoxyethylamino)methyl)pyridin-2-yl)thieno[3,2-b]pyridine-7-yloxy)phenylcarbamothioyl)-2-(4-fluorophenyl)acetamide). As a reaction SMILES: [F:1][C:2]1[CH:36]=[C:35]([NH:37][C:38]([NH:40][C:41](=[O:50])[CH2:42][C:43]2[CH:48]=[CH:47][C:46]([F:49])=[CH:45][CH:44]=2)=[S:39])[CH:34]=[CH:33][C:3]=1[O:4][C:5]1[CH:10]=[CH:9][N:8]=[C:7]2[CH:11]=[C:12]([C:14]3[N:19]=[CH:18][C:17]([CH2:20][N:21]([CH2:29][CH2:30][O:31][CH3:32])C(=O)OC(C)(C)C)=[CH:16][CH:15]=3)[S:13][C:6]=12.Cl.O>CC(O)=O>[F:1][C:2]1[CH:36]=[C:35]([NH:37][C:38]([NH:40][C:41](=[O:50])[CH2:42][C:43]2[CH:44]=[CH:45][C:46]([F:49])=[CH:47][CH:48]=2)=[S:39])[CH:34]=[CH:33][C:3]=1[O:4][C:5]1[CH:10]=[CH:9][N:8]=[C:7]2[CH:11]=[C:12]([C:14]3[CH:15]=[CH:16][C:17]([CH2:20][NH:21][CH2:29][CH2:30][O:31][CH3:32])=[CH:18][N:19]=3)[S:13][C:6]=12. Reported procedure: To a suspension of 14 (45.06 g, 62.6 mmol, 1 eq.), in AcOH (338 mL) was added 1N HCl (188 mL) over 1 min. The reaction mixture was heated at 40° C. for 2 h. After cooling down to r.t., water (676 mL) was added. The reaction mixture turned into a suspension and was stirred at r.t. for 15 min. The solid was collected by filtration and the product cake was washed with water (2×100 mL) then dried in vacuum for 30 min to afford a crude hydrochloride salt of 15 as a white solid.